Dataset: the Open Reaction Database (ORD), a public repository of structured organic reaction records. Task: describe an organic reaction: reactants, conditions, products, and yield The reactants are ClC1=CC2=C(N=C(N2)C2=C(C=C(C=C2)C#N)OC)C=C1Cl (5,6-dichloro-2-(4-cyano-2-methoxyphenyl)benzimidazole), [OH-].[Na+] (NaOH), C(C)O (ethanol). Reaction conditions: time 1 hour. Yields the product ClC1=CC2=C(N=C(N2)C2=C(C=C(C=C2)C(=O)O)OC)C=C1Cl (5,6-Dichloro-2-(4-carboxy-2-methoxyphenyl)benzimidazole). Yield: 46.0%. As a reaction SMILES: [Cl:1][C:2]1[C:20]([Cl:21])=[CH:19][C:5]2[N:6]=[C:7]([C:9]3[CH:14]=[CH:13]C(C#N)=[CH:11][C:10]=3[O:17][CH3:18])[NH:8][C:4]=2[CH:3]=1.[OH-:22].[Na+].[CH2:24]([OH:26])[CH3:25]>>[Cl:1][C:2]1[C:20]([Cl:21])=[CH:19][C:5]2[N:6]=[C:7]([C:9]3[CH:14]=[CH:13][C:25]([C:24]([OH:22])=[O:26])=[CH:11][C:10]=3[O:17][CH3:18])[NH:8][C:4]=2[CH:3]=1 |f:1.2|. Reported procedure: A solution of 5,6-dichloro-2-(4-cyano-2-methoxyphenyl)benzimidazole, prepared as described in Preparation 5, in ethanol (50 ml) and 2N NaOH (15 ml) was refluxed for 16 h. Solvent was removed under reduced pressure and the residue was acidified with 37% HCl (10 ml), stirred for 1 h. The solid was filtered, washed with water (50 ml), dried at 50° C. under vacuum to give 0.92 g of the title compound (yield 46%), mp>250° C. Starting materials: [Al+3].[Cl-].[Cl-].[Cl-] (AlCl3), C(=S)=S (CS2), ClCCC(=O)Cl (β-chloropropionyl chloride), C1(=CC=CC=C1)CCCCC(=O)O (5-phenylvaleric acid). Conditions: time 15 minute. Product: ClCCC(=O)C1=CC=C(C=C1)CCCCC(=O)OC (methyl p-[β-chloropropionyl]-5-phenylvalerate). RXN SMILES: [Al+3].[Cl-].[Cl-].[Cl-].[Cl:5][CH2:6][CH2:7][C:8](Cl)=[O:9].[C:11]1([CH2:17][CH2:18][CH2:19][CH2:20][C:21]([OH:23])=[O:22])[CH:16]=[CH:15][CH:14]=[CH:13][CH:12]=1.[C:24](=S)=S>>[Cl:5][CH2:6][CH2:7][C:8]([C:14]1[CH:15]=[CH:16][C:11]([CH2:17][CH2:18][CH2:19][CH2:20][C:21]([O:23][CH3:24])=[O:22])=[CH:12][CH:13]=1)=[O:9] |f:0.1.2.3|. Procedure details: In a stirring flask equipped with a reflux condenser are placed 9.3 g of AlCl3, 10 ml of CS2 and 1.98 ml of β-chloropropionyl chloride. To this mixture are added dropwise at room temperature within 5 minutes 3.61 g of 5-phenylvaleric acid (rinsing is carried out with 2 ml of CS2). The reaction mixture is subsequently stirred for a further 15 minutes, warmed slightly and then cooled. The reaction mixture is then pipetted into a stirred mixture of ice, water and ether. The organic phase is washed ... Reactants: CC1=NC=CC(=C1)C=1C=CC(=NC1)C1CCNCC1 (2″-Methyl-1,2,3,4,5,6-hexahydro-[4,2′;5′,4″]terpyridine), O.NN (hydrazine hydrate), C(C)(C)N1CCC(CC1)C(CC(C(=O)O)N1CCOCC1)=O (4-(1-isopropylpiperidin-4-yl)-2-morpholin-4-yl-4-oxo-butyric acid). The solvent is CC(CC)O (2-butanol). Conditions: time 1 hour. The product is C(C)(C)N1CCC(CC1)C=1C=CC(NN1)=O (6-(1-Isopropylpiperidin-4-yl)pyridazin-3-on). Reaction SMILES: CC1C=C(C2C=CC(C3CCNCC3)=NC=2)C=CN=1.O.[NH2:21][NH2:22].[CH:23]([N:26]1[CH2:31][CH2:30][CH:29]([C:32](=O)[CH2:33][CH:34](N2CCOCC2)[C:35]([OH:37])=O)[CH2:28][CH2:27]1)([CH3:25])[CH3:24]>CC(O)CC>[CH:23]([N:26]1[CH2:27][CH2:28][CH:29]([C:32]2[CH:33]=[CH:34][C:35](=[O:37])[NH:21][N:22]=2)[CH2:30][CH2:31]1)([CH3:24])[CH3:25] |f:1.2|. Procedure details: In analogy to Wermuth et al. in J. Med. Chem. 1987, 30 (2), 246, hydrazine hydrate (10 mL) was added to a solution of 4-(1-isopropylpiperidin-4-yl)-2-morpholin-4-yl-4-oxo-butyric acid (99.9 g, 0.25 mol) in 2-butanol (500 mL). The reaction mixture was stirred at room temperature for 1 h followed by reflux overnight. After cooling to room temperature the solvent was evaporated under reduced pressure. The residue was purified by flash column chromatography (SiO2, dichloromethane with 3% methanol fo... Reactants: C(C)(C)(C)OC(N(CCCCBr)C1C2CN(CC12)CC1=CC=CC=C1)=O (3-benzyl-3-azabicyclo[3.1.0]hex-6-yl-(4-bromobutyl)-carbamic acid t-butyl ester), BrCCCCl (1-bromo-3-chloropropane), C(C1=CC=CC=C1)OC1=C(C=C(C=C1)C)C(CC(=O)O)C1=CC=CC=C1 (3-(2-benzyloxy-5-methylphenyl) 3-phenyl propionic acid), N12CCCCCC2=NCCC1 (1,8-diazabicyclo[5.4.0]undec-7-ene). Run in C=1(C(=CC=CC1)C)C (xylene). Yields the product C(C1=CC=CC=C1)N1CC2C(C2C1)N(CCCCOC(CC(C1=CC=CC=C1)C1=C(C=CC(=C1)C)OCC1=CC=CC=C1)=O)C(=O)OCC (3-(2-benzyloxy-5-methylphenyl)-3-phenyl propionic acid 4-[(3-benzyl-3-azabicylo[3.1.0]hex-6-yl)-ethoxy carbonylamino]butyl ester). Reaction SMILES: [C:1]([O:5][C:6](=[O:26])[N:7]([CH:13]1[CH:18]2[CH:14]1[CH2:15][N:16]([CH2:19][C:20]1[CH:25]=[CH:24][CH:23]=[CH:22][CH:21]=1)[CH2:17]2)[CH2:8][CH2:9][CH2:10][CH2:11]Br)(C)(C)[CH3:2].BrCCCCl.[CH2:32]([O:39][C:40]1[CH:45]=[CH:44][C:43]([CH3:46])=[CH:42][C:41]=1[CH:47]([C:52]1[CH:57]=[CH:56][CH:55]=[CH:54][CH:53]=1)[CH2:48][C:49]([OH:51])=[O:50])[C:33]1[CH:38]=[CH:37][CH:36]=[CH:35][CH:34]=1.N12CCCN=C1CCCCC2>C1(C)C(C)=CC=CC=1>[CH2:19]([N:16]1[CH2:15][CH:14]2[CH:18]([CH:13]2[N:7]([C:6]([O:5][CH2:1][CH3:2])=[O:26])[CH2:8][CH2:9][CH2:10][CH2:11][O:50][C:49](=[O:51])[CH2:48][CH:47]([C:41]2[CH:42]=[C:43]([CH3:46])[CH:44]=[CH:45][C:40]=2[O:39][CH2:32][C:33]2[CH:34]=[CH:35][CH:36]=[CH:37][CH:38]=2)[C:52]2[CH:57]=[CH:56][CH:55]=[CH:54][CH:53]=2)[CH2:17]1)[C:20]1[CH:21]=[CH:22][CH:23]=[CH:24][CH:25]=1. Reported procedure: The compound, 3-benzyl-3-azabicyclo[3.1.0]hex-6-yl-(4-bromobutyl)-carbamic acid t-butyl ester, 211.5 mg, 0.5 mmole, 1 eq (prepared by reacting boc-protected 3-benzyl-3-azabicylo[3.1.0]hex-6-yl amine, which in turn, was prepared following the procedure of T. F. Braish et al., Synlett, 1996, 1100, with 1-bromo-3-chloropropane) was dissolved in xylene (15 ml). To this reaction mixture, 3-(2-benzyloxy-5-methylphenyl) 3-phenyl propionic acid (260 mg, 0.75 mmole, 1.5 eq) and 1,8-diazabicyclo[5.4.0]und... Reactants: CuBr, IC1=C(C(=CC=C1)C)C (1-iodo-2,3-dimethylbenzene), N1C=CC2=CC=CC(=C12)CN1CCC(CC1)C=1C=C(C=CC1)NC(C(C)C)=O (N-{3-[1-(1H-indol-7-ylmethyl)-4-piperidinyl]phenyl}-2-methylpropanamide). Yields the product CC1=C(C=CC=C1C)N1C=CC2=CC=CC(=C12)CN1CCC(CC1)C=1C=C(C=CC1)NC(C(C)C)=O (N-[3-(1-{(1-(2,3-DIMETHYLPHENYL)-1H-INDOL-7-YL]METHYL}-4-PIPERIDINYL)PHENYL]-2-METHYLPROPANAMIDE). Reaction SMILES: I[C:2]1[CH:7]=[CH:6][CH:5]=[C:4]([CH3:8])[C:3]=1[CH3:9].[NH:10]1[C:18]2[C:13](=[CH:14][CH:15]=[CH:16][C:17]=2[CH2:19][N:20]2[CH2:25][CH2:24][CH:23]([C:26]3[CH:27]=[C:28]([NH:32][C:33](=[O:37])[CH:34]([CH3:36])[CH3:35])[CH:29]=[CH:30][CH:31]=3)[CH2:22][CH2:21]2)[CH:12]=[CH:11]1>>[CH3:9][C:3]1[C:4]([CH3:8])=[CH:5][CH:6]=[CH:7][C:2]=1[N:10]1[C:18]2[C:13](=[CH:14][CH:15]=[CH:16][C:17]=2[CH2:19][N:20]2[CH2:21][CH2:22][CH:23]([C:26]3[CH:27]=[C:28]([NH:32][C:33](=[O:37])[CH:34]([CH3:35])[CH3:36])[CH:29]=[CH:30][CH:31]=3)[CH2:24][CH2:25]2)[CH:12]=[CH:11]1. Reported procedure: Prepared by Procedure C and Scheme Q1, with CuBr in place of Cu, using 1-iodo-2,3-dimethylbenzene and N-{3-[1-(1H-indol-7-ylmethyl)-4-piperidinyl]phenyl}-2-methylpropanamide: ESMS m/e: 480.0 (M+H)+. The reactants are B(Br)(Br)Br (boron tribromide), COC1=CC2=C(NC(C(S2)CCCCN2CCC(CC2)C(C2=CC=C(C=C2)F)=O)=O)C=C1 (7-methoxy-2-(4-[4-(4-fluorobenzoyl)-piperidin-1-yl]-butyl)-2H-1,4benzothiazine-3(4H)-one), C(Cl)(Cl)Cl (chloroform), C(O)([O-])=O.[Na+] (sodium hydrogen carbonate). Run in C(Cl)Cl (methylene chloride), ClCCl (dichloromethane). Conditions: time 30 minute. Yields the product OC1=CC2=C(NC(C(S2)CCCCN2CCC(CC2)C(C2=CC=C(C=C2)F)=O)=O)C=C1 (7-hydroxy-2-(4-[4-(4-fluorobenzoyl)-piperidin-1-yl]-butyl}-2H-1,4-benzothiazine-3(4H)-one). As a reaction SMILES: C[O:2][C:3]1[CH:32]=[CH:31][C:6]2[NH:7][C:8](=[O:30])[CH:9]([CH2:11][CH2:12][CH2:13][CH2:14][N:15]3[CH2:20][CH2:19][CH:18]([C:21](=[O:29])[C:22]4[CH:27]=[CH:26][C:25]([F:28])=[CH:24][CH:23]=4)[CH2:17][CH2:16]3)[S:10][C:5]=2[CH:4]=1.B(Br)(Br)Br.C(=O)([O-])O.[Na+].C(Cl)(Cl)Cl>ClCCl>[OH:2][C:3]1[CH:32]=[CH:31][C:6]2[NH:7][C:8](=[O:30])[CH:9]([CH2:11][CH2:12][CH2:13][CH2:14][N:15]3[CH2:16][CH2:17][CH:18]([C:21](=[O:29])[C:22]4[CH:23]=[CH:24][C:25]([F:28])=[CH:26][CH:27]=4)[CH2:19][CH2:20]3)[S:10][C:5]=2[CH:4]=1 |f:2.3|. Procedure details: 675 mg (=0.0015 m) of 7-methoxy-2-(4-[4-(4-fluorobenzoyl)-piperidin-1-yl]-butyl)-2H-1,4benzothiazine-3(4H)-one (see Example 18) prepared analogously to Example 4 were placed in 5 ml of dichloromethane with exclusion of moisture. After cooling to -5° C. a solution of 1.10 g of boron tribromide in 1 ml of methylene chloride was added dropwise with stirring. Stirring was then continued for a further 30 minutes at room temperature. The reaction mixture was worked up by adding it with stirring to a m... Reactants: CC1(C=2C=CC(=CC2C(CC1)(C)C)C1(COC2=C1C=C(C=C2)C(=O)O)C)C (3-(5,6,7,8-tetrahydro-5,5,8,8-tetramethyl-2-naphthyl)-3-methyl-2H-1-benzofuran-5-carboxylic acid), ON1N=NC2=C1C=CC=C2 (1-hydroxybenzotriazole), C1(CCCCC1)N=C=NC1CCCCC1 (1,3-dicyclohexylcarbodiimide), C(CCC)N (butylamine). Solvent: C1CCOC1 (THF), CN(C)C=O (DMF), C(C)(=O)OCC (ethyl acetate), O (water). The product is C(CCC)NC(=O)C=1C=CC2=C(C(CO2)(C2=CC=3C(CCC(C3C=C2)(C)C)(C)C)C)C1 (N-butyl-3-methyl-3-(5,5,8,8-tetramethyl-5,6,7,8-tetrahydronaphth-2-yl)-2H-1-benzofuran-5-carboxamide). As a reaction SMILES: [CH3:1][C:2]1([CH3:27])[CH2:11][CH2:10][C:9]([CH3:13])([CH3:12])[C:8]2[CH:7]=[C:6]([C:14]3([CH3:26])[C:18]4[CH:19]=[C:20]([C:23](O)=[O:24])[CH:21]=[CH:22][C:17]=4[O:16][CH2:15]3)[CH:5]=[CH:4][C:3]1=2.O[N:29]1[C:33]2C=C[CH:36]=[CH:37][C:32]=2N=N1.C1(N=C=NC2CCCCC2)CCCCC1.C(N)CCC>C1COCC1.CN(C=O)C.C(OCC)(=O)C.O>[CH2:33]([NH:29][C:23]([C:20]1[CH:21]=[CH:22][C:17]2[O:16][CH2:15][C:14]([CH3:26])([C:6]3[CH:5]=[CH:4][C:3]4[C:2]([CH3:1])([CH3:27])[CH2:11][CH2:10][C:9]([CH3:12])([CH3:13])[C:8]=4[CH:7]=3)[C:18]=2[CH:19]=1)=[O:24])[CH2:32][CH2:37][CH3:36]. Reported procedure: A solution of 3-(5,6,7,8-tetrahydro-5,5,8,8-tetramethyl-2-naphthyl)-3-methyl-2H-1-benzofuran-5-carboxylic acid (100 mg, 0.275 mmol), 1-hydroxybenzotriazole (74 mg, 0.55 mmol), 1,3-dicyclohexylcarbodiimide (112 mg, 0.55 mmol) and butylamine (19 mg, 0.255 mmol) in 5 ml of THF and 2 ml of DMF is stirred at room temperature for 6 hours. 30 ml of water and 30 ml of ethyl acetate are added. After stirring and separation of the phases by settling, the aqueous phase is extracted with 2×30 ml of ethyl ac...